Dataset: the Open Reaction Database (ORD), a public repository of structured organic reaction records. Task: describe an organic reaction: reactants, conditions, products, and yield Reactants: C, CC(C)O, CO, Cl, COCC(N)COc1noc2ccc(OCc3ccccc3)cc12, [Pd]. Product: Cl, COCC(N)COc1noc2ccc(O)cc12. RXN SMILES: [C:32].[CH3:26][CH:27]([OH:28])[CH3:29].[CH3:30][OH:31].[ClH:1].[NH2:2][CH:3]([CH2:4][O:5][c:6]1[n:7][o:8][c:9]2[c:10]1[cH:11][c:12]([O:15][CH2:16][c:17]1[cH:18][cH:19][cH:20][cH:21][cH:22]1)[cH:13][cH:14]2)[CH2:23][O:24][CH3:25].[Pd:33]>>[ClH:1].[NH2:2][CH:3]([CH2:4][O:5][c:6]1[n:7][o:8][c:9]2[c:10]1[cH:11][c:12]([OH:15])[cH:13][cH:14]2)[CH2:23][O:24][CH3:25]. The reactants are BrC=1C=CC2=C(C=C(CCS2(=O)=O)C(=O)OC)C1 (methyl 7-bromo-1,1-dioxo-2,3-dihydro-1-benzothiepine-4-carboxylate), B(OC1=CC=C(C=C1)OC(C)C)([O-])[O-] (4-isopropoxyphenyl borate), C([O-])([O-])=O.[K+].[K+] (potassium carbonate). Reagents/catalysts: C=1C=CC(=CC1)[P](C=2C=CC=CC2)(C=3C=CC=CC3)[Pd]([P](C=4C=CC=CC4)(C=5C=CC=CC5)C=6C=CC=CC6)([P](C=7C=CC=CC7)(C=8C=CC=CC8)C=9C=CC=CC9)[P](C=1C=CC=CC1)(C=1C=CC=CC1)C=1C=CC=CC1 (tetrakistriphenylphosphinepalladium). Run in C1(=CC=CC=C1)C.C(C)O.O (toluene ethanol water). Run at time 1 hour. The product is C(C)(C)OC1=CC=C(C=C1)C=1C=CC2=C(C=C(CCS2(=O)=O)C(=O)OC)C1 (methyl 7-(4-isopropoxyphenyl)-1,1-dioxo-2,3-dihydro-1-benzothiepine-4-carboxylate). Isolated yield 65.0%. RXN SMILES: Br[C:2]1[CH:3]=[CH:4][C:5]2[S:11](=[O:13])(=[O:12])[CH2:10][CH2:9][C:8]([C:14]([O:16][CH3:17])=[O:15])=[CH:7][C:6]=2[CH:18]=1.B([O-])([O-])O[C:21]1[CH:26]=[CH:25][C:24]([O:27][CH:28]([CH3:30])[CH3:29])=[CH:23][CH:22]=1.C(=O)([O-])[O-].[K+].[K+]>C1(C)C=CC=CC=1.C(O)C.O.C1C=CC([P]([Pd]([P](C2C=CC=CC=2)(C2C=CC=CC=2)C2C=CC=CC=2)([P](C2C=CC=CC=2)(C2C=CC=CC=2)C2C=CC=CC=2)[P](C2C=CC=CC=2)(C2C=CC=CC=2)C2C=CC=CC=2)(C2C=CC=CC=2)C2C=CC=CC=2)=CC=1>[CH:28]([O:27][C:24]1[CH:25]=[CH:26][C:21]([C:2]2[CH:3]=[CH:4][C:5]3[S:11](=[O:13])(=[O:12])[CH2:10][CH2:9][C:8]([C:14]([O:16][CH3:17])=[O:15])=[CH:7][C:6]=3[CH:18]=2)=[CH:22][CH:23]=1)([CH3:30])[CH3:29] |f:2.3.4,5.6.7,^1:53,55,74,93|. Procedure: Under argon atmosphere, a mixture of methyl 7-bromo-1,1-dioxo-2,3-dihydro-1-benzothiepine-4-carboxylate (0.80 g), 4-isopropoxyphenyl borate (0.48 g) and potassium carbonate (0.67 g) in toluene/ethanol/water (25/2.5/2.5 ml) was stirred at room temperature for 1 hour. To the mixture was added tetrakistriphenylphosphinepalladium (0.14 g), and the mixture was refluxed for 13 hours, cooled, extracted with ethyl acetate, washed with saturated brine, dried with magnesium sulfate and concentrated under ... The reactants are O=Cc1ccc(OCc2ccccc2)cc1, CC(=O)O, CC(=O)[O-], C[N+](=O)[O-], [NH4+], O. Product: O=[N+]([O-])C=Cc1ccc(OCc2ccccc2)cc1. Reaction SMILES: [CH2:1]([c:2]1[cH:3][cH:4][cH:5][cH:6][cH:7]1)[O:8][c:9]1[cH:10][cH:11][c:12]([CH:13]=[O:14])[cH:15][cH:16]1.[CH3:17][C:18](=[O:19])[OH:20].[CH3:26][C:27](=[O:28])[O-:29].[N+:21](=[O:22])([O-:23])[CH3:24].[NH4+:25].[OH2:30]>>[CH2:1]([c:2]1[cH:3][cH:4][cH:5][cH:6][cH:7]1)[O:8][c:9]1[cH:10][cH:11][c:12]([CH:13]=[CH:24][N+:21](=[O:22])[O-:23])[cH:15][cH:16]1. Run in C1CCOC1 (THF), C1CCOC1 (THF). Yields the product IC=1C=C(C=CC1)N1CC(NS1(=O)=O)=O (5-(3-iodo-phenyl)-1,1-dioxo-1,2,5-thiadiazolidin-3-one). Starting materials: CCOC(=O)C.CCCCCC (EtOAc hexane), [F-].C(CCC)[N+](CCCC)(CCCC)CCCC (tetrabutylammonium fluoride), COC(CN(C1=CC(=CC=C1)I)S(NC(=O)OCC[Si](C)(C)C)(=O)=O)=O (N-(2-trimethylsilylethoxycarbonyl-sulfamoyl)-N-(3-iodo-phenyl)glycine methyl ester). Reported procedure: A solution of tetrabutylammonium fluoride (5.88 g, 18.67 mmol) in THF (40 mL) is added a solution of the title A compound, N-(2-trimethylsilylethoxycarbonyl-sulfamoyl)-N-(3-iodo-phenyl)glycine methyl ester (2.33 g, 4.5 mmol) in THF (50 mL). The reaction is heated at 90° C. and monitored by reverse phase HPLC (YMC CombiScreen Pro C18, 50×4.6 mm I.D., particle size S-5 micron, 12 nM) eluting at 3 mL/min with a gradient of 90:10 (0.1% TFA in water:MeCN) to 10:90 at 7.0 min. Starting material has a ... Conditions: temperature 90 celsius, time 24 hour. Reaction SMILES: [F-].C([N+](CCCC)(CCCC)CCCC)CCC.COC(=O)[CH2:22][N:23]([S:31](=[O:43])(=[O:42])[NH:32][C:33](OCC[Si](C)(C)C)=[O:34])[C:24]1[CH:29]=[CH:28][CH:27]=[C:26]([I:30])[CH:25]=1.CCOC(C)=O.CCCCCC>C1COCC1>[I:30][C:26]1[CH:25]=[C:24]([N:23]2[S:31](=[O:43])(=[O:42])[NH:32][C:33](=[O:34])[CH2:22]2)[CH:29]=[CH:28][CH:27]=1 |f:0.1,3.4|. Reactants: Nc1ccc(Br)cc1Cl, C1CCOC1, C[Si](C)(C)[N-][Si](C)(C)C, CCOC(C)=O, O=C(O)c1cnc(Cl)c(Cl)c1Cl, Cl, [Li+]. The product is O=C(O)c1cnc(Cl)c(Cl)c1Nc1ccc(Br)cc1Cl. RXN SMILES: [Br:11][c:12]1[cH:13][c:14]([Cl:19])[c:15]([NH2:18])[cH:16][cH:17]1.[CH2:32]1[O:33][CH2:34][CH2:35][CH2:36]1.[CH3:2][Si:3]([N-:4][Si:5]([CH3:6])([CH3:7])[CH3:8])([CH3:9])[CH3:10].[CH3:38][CH2:39][O:40][C:41](=[O:42])[CH3:43].[Cl:20][c:21]1[c:22]([Cl:31])[c:23]([Cl:30])[n:24][cH:25][c:26]1[C:27](=[O:28])[OH:29].[ClH:37].[Li+:1]>>[Br:11][c:12]1[cH:13][c:14]([Cl:19])[c:15]([NH:18][c:21]2[c:22]([Cl:31])[c:23]([Cl:30])[n:24][cH:25][c:26]2[C:27](=[O:28])[OH:29])[cH:16][cH:17]1. Starting materials: ClC1=CC(=NC(=C1)C)C(=O)O (4-chloro-6-methyl-pyridine-2-carboxylic acid), CN(C)C(=[N+](C)C)ON1C2=C(C=CC=C2)N=N1.[B-](F)(F)(F)F (TBTU), FC=1C=C2CCNC2=CC1 (5-fluoro-2,3-dihydro-1H-indole), TEA. Run in CN(C)C=O (DMF), O (water). Run at time 8 hour. Yields the product ClC1=CC(=NC(=C1)C)C(=O)N1CCC2=CC(=CC=C12)F ((4-chloro-6-methyl-pyridin-2-yl)-(5-fluoro-2,3-dihydro-indol-1-yl)-methanone). As a reaction SMILES: [Cl:1][C:2]1[CH:7]=[C:6]([CH3:8])[N:5]=[C:4]([C:9]([OH:11])=O)[CH:3]=1.[F:12][C:13]1[CH:14]=[C:15]2[C:19](=[CH:20][CH:21]=1)[NH:18][CH2:17][CH2:16]2.CN(C(ON1N=NC2C=CC=CC1=2)=[N+](C)C)C.[B-](F)(F)(F)F>CN(C=O)C.O>[Cl:1][C:2]1[CH:7]=[C:6]([CH3:8])[N:5]=[C:4]([C:9]([N:18]2[C:19]3[C:15](=[CH:14][C:13]([F:12])=[CH:21][CH:20]=3)[CH2:16][CH2:17]2)=[O:11])[CH:3]=1 |f:2.3|. Procedure: 0.10 g (0.58 mmol) 4-chloro-6-methyl-pyridine-2-carboxylic acid and 80 mg (0.58 mmol) 5-fluoro-2,3-dihydro-1H-indole in 0.17 mL (1.2 mmol) TEA and 2.0 mL DMF were combined with 0.19 g (0.58 mmol) TBTU and stirred overnight at RT. The reaction mixture was diluted with water, the precipitated solid was suction filtered and dried. The reactants are C(C)(C)(C)NS(=O)(=O)C=1C=C(C=CC1)C1=CC(=CC=C1)C1=NC(=CC(=N1)C(F)(F)F)C=1C=NC(=CC1)C(F)(F)F (3′-[4-trifluoromethyl-6-(6-trifluoromethyl-pyridin-3-yl)-pyrimidin-2-yl]-biphenyl-3-sulfonic acid tert-butylamide), C(=O)(C(F)(F)F)O (TFA). Solvent: ClCCl (dichloromethane). Conditions: time 15 hour. Product: FC(C1=NC(=NC(=C1)C=1C=NC(=CC1)C(F)(F)F)C=1C=C(C=CC1)C1=CC(=CC=C1)S(=O)(=O)N)(F)F (3′-[4-Trifluoromethyl-6-(6-trifluoromethyl-pyridin-3-yl)-pyrimidin-2-yl]-biphenyl-3-sulfonic acid amide). Yield: 77.1%. Reaction SMILES: C([NH:5][S:6]([C:9]1[CH:10]=[C:11]([C:15]2[CH:20]=[CH:19][CH:18]=[C:17]([C:21]3[N:26]=[C:25]([C:27]([F:30])([F:29])[F:28])[CH:24]=[C:23]([C:31]4[CH:32]=[N:33][C:34]([C:37]([F:40])([F:39])[F:38])=[CH:35][CH:36]=4)[N:22]=3)[CH:16]=2)[CH:12]=[CH:13][CH:14]=1)(=[O:8])=[O:7])(C)(C)C.C(O)(C(F)(F)F)=O>ClCCl>[F:30][C:27]([F:28])([F:29])[C:25]1[CH:24]=[C:23]([C:31]2[CH:32]=[N:33][C:34]([C:37]([F:40])([F:39])[F:38])=[CH:35][CH:36]=2)[N:22]=[C:21]([C:17]2[CH:16]=[C:15]([C:11]3[CH:12]=[CH:13][CH:14]=[C:9]([S:6]([NH2:5])(=[O:8])=[O:7])[CH:10]=3)[CH:20]=[CH:19][CH:18]=2)[N:26]=1. Procedure: To a cooled and stirred solution of 3′-[4-trifluoromethyl-6-(6-trifluoromethyl-pyridin-3-yl)-pyrimidin-2-yl]-biphenyl-3-sulfonic acid tert-butylamide (0.56 g) in dichloromethane (6 ml) was added TFA (6 ml) and the reaction mixture was allowed to stir at room temperature for 15 h. The mixture was evaporated to dryness, poured into 2N Na2CO3 solution (25 ml) and extracted with ethyl acetate (3×50 ml). The combined organic layers were washed with brine (50 ml), dried (MgSO4) and evaporated. Further... The reactants are [BH4-], CO, COC(=O)C(OCC1(c2ccc(F)cc2)CCN(C(=O)OC(C)(C)C)CC1)c1cc(Cl)cc2cn(COCC[Si](C)(C)C)nc12, [Li+], C1CCOC1. The product is CC(C)(C)OC(=O)N1CCC(COC(CO)c2cc(Cl)cc3cn(COCC[Si](C)(C)C)nc23)(c2ccc(F)cc2)CC1. Reaction SMILES: [BH4-:46].[CH3:53][OH:54].[Cl:1][c:2]1[cH:3][c:4]2[cH:5][n:6]([CH2:38][O:39][CH2:40][CH2:41][Si:42]([CH3:43])([CH3:44])[CH3:45])[n:7][c:8]2[c:9]([CH:11]([C:12](=[O:13])[O:14][CH3:15])[O:16][CH2:17][C:18]2([c:31]3[cH:32][cH:33][c:34]([F:37])[cH:35][cH:36]3)[CH2:19][CH2:20][N:21]([C:24](=[O:25])[O:26][C:27]([CH3:28])([CH3:29])[CH3:30])[CH2:22][CH2:23]2)[cH:10]1.[Li+:47].[O:48]1[CH2:49][CH2:50][CH2:51][CH2:52]1>>[Cl:1][c:2]1[cH:3][c:4]2[cH:5][n:6]([CH2:38][O:39][CH2:40][CH2:41][Si:42]([CH3:43])([CH3:44])[CH3:45])[n:7][c:8]2[c:9]([CH:11]([CH2:12][OH:13])[O:16][CH2:17][C:18]2([c:31]3[cH:32][cH:33][c:34]([F:37])[cH:35][cH:36]3)[CH2:19][CH2:20][N:21]([C:24](=[O:25])[O:26][C:27]([CH3:28])([CH3:29])[CH3:30])[CH2:22][CH2:23]2)[cH:10]1. Reactants: Cl (HCl), NC1=NC=C(C(=O)N)C=C1 (6-Aminonicotinamide), N1=CC=CC=C1 (pyridine), C1(=CC=CC=C1)P(=O)(C1=CC=CC=C1)Cl (Diphenylphosphoryl chloride), Cl (HCl). Solvent: C(C)O (ethanol), C(Cl)(Cl)Cl (Chloroform), N1C(CCC1)=O (2-pyrrolidinone). Product: C1(=CC=CC=C1)P(=O)(C1=CC=CC=C1)NC1=NC=C(C(=O)N)C=C1 (6-diphenylphosphorylamino nicotinamide). Reaction SMILES: [NH2:1][C:2]1[CH:10]=[CH:9][C:5]([C:6]([NH2:8])=[O:7])=[CH:4][N:3]=1.N1C=CC=CC=1.[C:17]1([P:23](Cl)([C:25]2[CH:30]=[CH:29][CH:28]=[CH:27][CH:26]=2)=[O:24])[CH:22]=[CH:21][CH:20]=[CH:19][CH:18]=1.Cl>N1CCCC1=O.C(O)C.C(Cl)(Cl)Cl>[C:17]1([P:23]([NH:1][C:2]2[CH:10]=[CH:9][C:5]([C:6]([NH2:8])=[O:7])=[CH:4][N:3]=2)([C:25]2[CH:30]=[CH:29][CH:28]=[CH:27][CH:26]=2)=[O:24])[CH:18]=[CH:19][CH:20]=[CH:21][CH:22]=1. Reported procedure: 6-Aminonicotinamide 1.37 g (0.01 mole) is dissolved in 10 ml of 2-pyrrolidinone and 3 ml of pyridine by gentle warming of the mixture. Diphenylphosphoryl chloride 6 ml (0.024 mole) is then slowly added to the mixture. After 1 hour of reaction at room temperature, the mixture is poured into 300 ml of 0.2 N HCl. A reddish syrup, 2.2 g which is formed in the bottom of the flask is isolated by decantation. The product may be purified as follows. The reddish syrup obtained above is dissolved in 3 ml ... The reactants are CO, Cl, [Na+], [OH-], CCOC(=O)c1nn2c(c1O)C(=O)N(C)CC2c1ccccc1. The product is CN1CC(c2ccccc2)n2nc(C(=O)O)c(O)c2C1=O. Reaction SMILES: [CH3:27][OH:28].[ClH:26].[Na+:25].[OH-:24].[OH:1][c:2]1[c:3]([C:19](=[O:20])[O:21][CH2:22][CH3:23])[n:4][n:5]2[c:6]1[C:7](=[O:18])[N:8]([CH3:17])[CH2:9][CH:10]2[c:11]1[cH:12][cH:13][cH:14][cH:15][cH:16]1>>[OH:1][c:2]1[c:3]([C:19](=[O:20])[OH:21])[n:4][n:5]2[c:6]1[C:7](=[O:18])[N:8]([CH3:17])[CH2:9][CH:10]2[c:11]1[cH:12][cH:13][cH:14][cH:15][cH:16]1.